describe an organic reaction: reactants, conditions, products, and yield From a dataset of the Open Reaction Database (ORD), a public repository of structured organic reaction records. RXN SMILES: Cl[C:2]1[C:20]([N+:21]([O-:23])=[O:22])=[CH:19][C:18]([N+:24]([O-:26])=[O:25])=[CH:17][C:3]=1[C:4]([NH:6][CH2:7][CH:8]([O:10][CH:11]1[CH2:16][CH2:15][CH2:14][CH2:13][O:12]1)[CH3:9])=[O:5].[NH:27]([CH2:31][CH2:32][OH:33])[CH2:28][CH2:29][OH:30]>>[OH:30][CH2:29][CH2:28][N:27]([CH2:31][CH2:32][OH:33])[C:2]1[C:20]([N+:21]([O-:23])=[O:22])=[CH:19][C:18]([N+:24]([O-:26])=[O:25])=[CH:17][C:3]=1[C:4]([NH:6][CH2:7][CH:8]([O:10][CH:11]1[CH2:16][CH2:15][CH2:14][CH2:13][O:12]1)[CH3:9])=[O:5]. Procedure: Reaction of 12e (1.45 g, 3.75 mmol) with diethanolamine (1.67 g) as above gave 2-[bis(2-hydroxyethyl)amino]-3,5-dinitro-N-[2-(tetrahydro-2H-pyran-2-yloxy)propyl]benzamide (1.62 g, 95%) as a yellow foam that was used directly; Yield: 94.6%. Reactants: ClC1=C(C(=O)NCC(C)OC2OCCCC2)C=C(C=C1[N+](=O)[O-])[N+](=O)[O-] (2-chloro-3,5-dinitro-N-[2-(tetrahydro-2H-pyran-2-yloxy)propyl]benzamide), N(CCO)CCO (diethanolamine). Product: OCCN(C1=C(C(=O)NCC(C)OC2OCCCC2)C=C(C=C1[N+](=O)[O-])[N+](=O)[O-])CCO (2-[bis(2-hydroxyethyl)amino]-3,5-dinitro-N-[2-(tetrahydro-2H-pyran-2-yloxy)propyl]benzamide). Reactants: CCOCC, CC(C)(C)C#CC=CCC(CO)Cc1cccc(OCc2cccc(-c3ccsc3)c2)c1, CI, CN(C)C=O, [H-], [Na+], O. The product is COCC(CC=CC#CC(C)(C)C)Cc1cccc(OCc2cccc(-c3ccsc3)c2)c1. Reaction SMILES: [CH2:43]([O:44][CH2:45][CH3:46])[CH3:47].[CH3:1][C:2]([C:3]#[C:4][CH:5]=[CH:6][CH2:7][CH:8]([CH2:9][OH:10])[CH2:11][c:12]1[cH:13][c:14]([O:18][CH2:19][c:20]2[cH:21][c:22](-[c:26]3[cH:27][s:28][cH:29][cH:30]3)[cH:23][cH:24][cH:25]2)[cH:15][cH:16][cH:17]1)([CH3:31])[CH3:32].[CH3:33][I:34].[CH3:38][N:39]([CH3:40])[CH:41]=[O:42].[H-:35].[Na+:36].[OH2:37]>>[CH3:1][C:2]([C:3]#[C:4][CH:5]=[CH:6][CH2:7][CH:8]([CH2:9][O:10][CH3:33])[CH2:11][c:12]1[cH:13][c:14]([O:18][CH2:19][c:20]2[cH:21][c:22](-[c:26]3[cH:27][s:28][cH:29][cH:30]3)[cH:23][cH:24][cH:25]2)[cH:15][cH:16][cH:17]1)([CH3:31])[CH3:32]. Starting materials: CCOC(=O)C(CC)(Cc1ccc(OCCc2nc(-c3ccc(C)s3)oc2C)cc1)Oc1ccccc1, CO, [Na+], [OH-]. Yields the product CCC(Cc1ccc(OCCc2nc(-c3ccc(C)s3)oc2C)cc1)(Oc1ccccc1)C(=O)O. RXN SMILES: [CH2:1]([CH3:2])[O:3][C:4]([C:5]([CH2:6][CH3:7])([O:8][c:9]1[cH:10][cH:11][cH:12][cH:13][cH:14]1)[CH2:15][c:16]1[cH:17][cH:18][c:19]([O:22][CH2:23][CH2:24][c:25]2[n:26][c:27](-[c:31]3[s:32][c:33]([CH3:36])[cH:34][cH:35]3)[o:28][c:29]2[CH3:30])[cH:20][cH:21]1)=[O:37].[CH3:40][OH:41].[Na+:39].[OH-:38]>>[O:3]=[C:4]([C:5]([CH2:6][CH3:7])([O:8][c:9]1[cH:10][cH:11][cH:12][cH:13][cH:14]1)[CH2:15][c:16]1[cH:17][cH:18][c:19]([O:22][CH2:23][CH2:24][c:25]2[n:26][c:27](-[c:31]3[s:32][c:33]([CH3:36])[cH:34][cH:35]3)[o:28][c:29]2[CH3:30])[cH:20][cH:21]1)[OH:37].